Dataset: the Open Reaction Database (ORD), a public repository of structured organic reaction records. Task: describe an organic reaction: reactants, conditions, products, and yield The reactants are BrC1=CC=2C3=C(C=NC2C=C1)N(C(N3C=3C(=NN(C3)C)C)=O)C (8-bromo-1-(1,3-dimethyl-1H-pyrazol-4-yl)-3-methyl-1,3-dihydro-imidazo[4,5-c]quinolin-2-one), BrC1=CC=2C3=C(C=NC2C=C1)N(C(N3C=3C(=NN(C3)C)C)=O)C (8-bromo-1-(1,3-dimethyl-1H-pyrazol-4-yl)-3-methyl-1,3-dihydro-imidazo[4,5-c]quinolin-2-one), N1(N=CC=C1)C1=CC=C(C=C1)B(O)O (4-(1H-pyrazol-1-yl)phenylboronic acid). Product: CN1N=C(C(=C1)N1C(N(C=2C=NC=3C=CC(=CC3C21)C2=CC=C(C=C2)N2N=CC=C2)C)=O)C (1-(1,3-Dimethyl-1H-pyrazol-4-yl)-3-methyl-8-(4-pyrazol-1-yl-phenyl)-1,3-dihydro-imidazo[4,5-c]quinolin-2-one). RXN SMILES: Br[C:2]1[CH:11]=[CH:10][C:9]2[N:8]=[CH:7][C:6]3[N:12]([CH3:23])[C:13](=[O:22])[N:14]([C:15]4[C:16]([CH3:21])=[N:17][N:18]([CH3:20])[CH:19]=4)[C:5]=3[C:4]=2[CH:3]=1.[N:24]1([C:29]2[CH:34]=[CH:33][C:32](B(O)O)=[CH:31][CH:30]=2)[CH:28]=[CH:27][CH:26]=[N:25]1>>[CH3:20][N:18]1[CH:19]=[C:15]([N:14]2[C:5]3[C:4]4[CH:3]=[C:2]([C:32]5[CH:31]=[CH:30][C:29]([N:24]6[CH:28]=[CH:27][CH:26]=[N:25]6)=[CH:34][CH:33]=5)[CH:11]=[CH:10][C:9]=4[N:8]=[CH:7][C:6]=3[N:12]([CH3:23])[C:13]2=[O:22])[C:16]([CH3:21])=[N:17]1. Procedure details: The title compound was synthesized in a similar manner as described for Example 1.1 using 8-bromo-1-(1,3-dimethyl-1H-pyrazol-4-yl)-3-methyl-1,3-dihydro-imidazo[4,5-c]quinolin-2-one (Intermediate A, 40 mg, 0.106 mmol) and 4-(1H-pyrazol-1-yl)phenylboronic acid (Combi-Blocks, San Diego, USA, 24 mg, 0.126 mmol) to give the title compound as a white solid. (HPLC: tR 2.79 min (Method A); M+H=436 MS-ES; 1H-NMR (d6-DMSO, 400 MHz) 8.96 (s, 1H), 8.60-8.56 (m, 1H), 8.19-8.15 (m, 1H), 8.13-8.07 (m, 1H), 7.9... Reactants: solution, C(C)(C)[N-]C(C)C.[Li+] (lithium diisopropylamide), C1(CCCCCC1)=O (cycloheptanone), N1N=C(N=C1)CC1=CC=C(C#N)C=C1 (4-[1-(1,2,4-triazolyl)methyl]benzonitrile), O (water). The solvent is O1CCCC1 (tetrahydrofuran), O1CCCC1 (tetrahydrofuran). Conditions: time 0.5 hour. Yields the product OC1(CCCCCC1)C(C1=NNC=N1)C1=CC=C(C#N)C=C1 (4-[1-hydroxycyclohept-1-yl-1-(1,2,4-triazolyl) methyl]benzonitrile). Isolated yield 98.2%. Reaction SMILES: [NH:1]1[CH:5]=[N:4][C:3]([CH2:6][C:7]2[CH:14]=[CH:13][C:10]([C:11]#[N:12])=[CH:9][CH:8]=2)=[N:2]1.C([N-]C(C)C)(C)C.[Li+].[C:23]1(=[O:30])[CH2:29][CH2:28][CH2:27][CH2:26][CH2:25][CH2:24]1.O>O1CCCC1>[OH:30][C:23]1([CH:6]([C:7]2[CH:14]=[CH:13][C:10]([C:11]#[N:12])=[CH:9][CH:8]=2)[C:3]2[N:4]=[CH:5][NH:1][N:2]=2)[CH2:29][CH2:28][CH2:27][CH2:26][CH2:25][CH2:24]1 |f:1.2|. Procedure: 5 g of 4-[1-(1,2,4-triazolyl)methyl]benzonitrile is dissolved in 100 ml of tetrahydrofuran and combined at -50° with 19.8 ml of 1.5-molar solution of lithium diisopropylamide in tetrahydrofuran, stirred for 0.5 hour, further stirred for 1 hour at -70° with 3.05 g of cycloheptanone, and heated to 25°. Then the mixture is combined with water, extracted twice with ethyl acetate, washed neutral with water, dried over sodium sulfate, and concentrated to dryness under vacuum, thus obtaining 7.9 g of c...